This data is from the Open Reaction Database (ORD), a public repository of structured organic reaction records. The task is: describe an organic reaction: reactants, conditions, products, and yield Starting materials: C([O-])([O-])=O.[Cs+].[Cs+] (cesium carbonate), C1(=CC=CC=C1)C(OCCCCCCCCCCCCCCCC(=O)O)(C1=CC=CC=C1)C1=CC=CC=C1 (16-triphenylmethoxyhexadecanoic acid). The solvent is O1CCCC1 (tetrahydrofuran). Product: [Cs+].C1(=CC=CC=C1)C(OCCCCCCCCCCCCCCCC(=O)[O-])(C1=CC=CC=C1)C1=CC=CC=C1 (16-Triphenylmethoxyhexadecanoic acid cesium salt). RXN SMILES: C(=O)([O-])[O-].[Cs+:5].[Cs+].[C:7]1([C:13]([C:39]2[CH:44]=[CH:43][CH:42]=[CH:41][CH:40]=2)([C:33]2[CH:38]=[CH:37][CH:36]=[CH:35][CH:34]=2)[O:14][CH2:15][CH2:16][CH2:17][CH2:18][CH2:19][CH2:20][CH2:21][CH2:22][CH2:23][CH2:24][CH2:25][CH2:26][CH2:27][CH2:28][CH2:29][C:30]([OH:32])=[O:31])[CH:12]=[CH:11][CH:10]=[CH:9][CH:8]=1>O1CCCC1>[Cs+:5].[C:7]1([C:13]([C:39]2[CH:44]=[CH:43][CH:42]=[CH:41][CH:40]=2)([C:33]2[CH:34]=[CH:35][CH:36]=[CH:37][CH:38]=2)[O:14][CH2:15][CH2:16][CH2:17][CH2:18][CH2:19][CH2:20][CH2:21][CH2:22][CH2:23][CH2:24][CH2:25][CH2:26][CH2:27][CH2:28][CH2:29][C:30]([O-:32])=[O:31])[CH:8]=[CH:9][CH:10]=[CH:11][CH:12]=1 |f:0.1.2,5.6|. Procedure: Aqueous cesium carbonate (1M, 0.16 ml) was added dropwise to a solution of 16-triphenylmethoxyhexadecanoic acid (0.16 g, 0.31 mmol) from Example 1b(i) above in tetrahydrofuran (10 ml) until the pH reached approximately 8, whereupon the solvent was removed under reduced pressure and the residue dried under vacuum for 2 hours. The oily semicrystalline residue was dispersed in dry dimethylformamide (10 ml) and evaporated to dryness in vacuo. The reactants are FC(C(=O)O)(F)F.N[C@H](CO)C(=O)N (D-serine amide trifluoroacetate), C([O-])(O)=O.[Na+] (sodium bicarbonate), aqueous solution, C=O (formaldehyde), C(#N)[BH3-].[Na+] (sodium cyanoborohydride). Solvent: O (water), C(C)#N (acetonitrile). Reaction conditions: temperature -5 celsius, time 10 minute. The product is CN([C@@H](C(=O)N)CO)C ((R)-2-Dimethylamino-3-Hydroxypropionamide). Isolated yield 92.9%. Reaction SMILES: F[C:2](F)(F)C(O)=O.N[C@@H:9]([C:12]([NH2:14])=[O:13])[CH2:10][OH:11].C(=O)(O)[O-].[Na+].C=O.[C:22]([BH3-])#[N:23].[Na+]>O.C(#N)C>[CH3:2][N:23]([CH3:22])[C@H:9]([CH2:10][OH:11])[C:12]([NH2:14])=[O:13] |f:0.1,2.3,5.6|. Procedure details: D-serine amide trifluoroacetate (9.0 g) was dissolved in water (12.6 ml). Under ice cooling, sodium bicarbonate (3.47 g) was added, followed by stirring for 10 minutes. The resulting mixture was added with acetonitrile (66.6 ml) to form a suspension. Under cooling at -5° C., were added a 37% aqueous solution (7.37 g) of formaldehyde and sodium cyanoborohydride (1.74 g), followed by stirring for 1 hour. An insoluble matter deposited was filtered off and the filtrate was concentrated under reduced... The reactants are C[Si](CCOCN1C(=NC=C1)C=O)(C)C (1-(2-trimethylsilanyl-ethoxymethyl)-1H-imidazole-2-carbaldehyde), NO (hydroxylamine), FC(C(=O)OC(C(F)(F)F)=O)(F)F (trifluoroacetic anhydride). Solvent: CO (MeOH). Run at time 10 minute. Yields the product C[Si](CCOCN1C(=NC=C1)C#N)(C)C (1-(2-Trimethylsilanyl-ethoxymethyl)-1H-imidazole-2-carbonitrile). The yield is 81.4%. As a reaction SMILES: [CH3:1][Si:2]([CH3:15])([CH3:14])[CH2:3][CH2:4][O:5][CH2:6][N:7]1[CH:11]=[CH:10][N:9]=[C:8]1[CH:12]=O.[NH2:16]O.FC(F)(F)C(OC(=O)C(F)(F)F)=O>CO>[CH3:1][Si:2]([CH3:15])([CH3:14])[CH2:3][CH2:4][O:5][CH2:6][N:7]1[CH:11]=[CH:10][N:9]=[C:8]1[C:12]#[N:16]. Reported procedure: To a solution of 1-(2-trimethylsilanyl-ethoxymethyl)-1H-imidazole-2-carbaldehyde (1.5 g, 6.6 mmol) in 5 mL of MeOH was added hydroxylamine (0.6 mL, 9.1 mmol, 50% aqueous soln) and the reaction stirred for 10 min at RT and then concentrated. The residue was dissolved in 10 mL of DCM and 5 mL of pyridine and cooled in an ice bath. To this mixture was added trifluoroacetic anhydride (4.2 g, 20 mmol) and the reaction stirred for 8 h at RT. The mixture was concentrated and then dissolved in EtOAc (50... Reactants: tetramethylenesuccinic anhydride, diacid, C(C)(=O)OC(C)=O (acetic anhydride), NC1=CC=NC=C1 (4-aminopyridine), C=1(C(=CC=CC1)C)C (xylene), O (water). Yields the product N1=CC=C(C=C1)N1C(C2(CC1=O)CCCC2)=O (2-(4-pyridyl)-2-azaspiro[4,4]nonan-1,3-dione). RXN SMILES: C(O[C:5](=[O:7])[CH3:6])(=O)C.[NH2:8][C:9]1[CH:14]=[CH:13][N:12]=[CH:11][CH:10]=1.C1(C)[C:16]([CH3:21])=[CH:17][CH:18]=[CH:19][CH:20]=1.[OH2:23]>>[N:12]1[CH:13]=[CH:14][C:9]([N:8]2[C:5](=[O:7])[CH2:6][C:16]3([CH2:17][CH2:18][CH2:19][CH2:20]3)[C:21]2=[O:23])=[CH:10][CH:11]=1. Procedure: The starting material is prepared as follows: The mixture of 21.8 g of tetramethylenesuccinic anhydride (prepared from the diacid by refluxing with acetic anhydride), 12.1 g of 4-aminopyridine and 300 ml of xylene is refluxed on a water separator for 9 hours. The hot solution is filtered, cooled to 5° and the residue recrystallized from ethanol, to yield the 2-(4-pyridyl)-2-azaspiro[4,4]nonan-1,3-dione melting at 100°-103°. Reactants: ice water, C([O-])([O-])=O.[K+].[K+] (potassium carbonate), ClC1=C(C#N)C=CC=C1 (o-chlorobenzonitrile), NC1=C(C=CC=C1)S (orthoaminothiophenol). The solvent is CN(C)C=O (DMF). Run at temperature 100 celsius, time 1 hour. Product: NC1=C(C=CC=C1)SC1=C(C#N)C=CC=C1 (2-(2-Aminophenylthio)Benzonitrile). Isolated yield 84.5%. As a reaction SMILES: [NH2:1][C:2]1[CH:7]=[CH:6][CH:5]=[CH:4][C:3]=1[SH:8].C(=O)([O-])[O-].[K+].[K+].Cl[C:16]1[CH:23]=[CH:22][CH:21]=[CH:20][C:17]=1[C:18]#[N:19]>CN(C=O)C>[NH2:1][C:2]1[CH:7]=[CH:6][CH:5]=[CH:4][C:3]=1[S:8][C:16]1[CH:23]=[CH:22][CH:21]=[CH:20][C:17]=1[C:18]#[N:19] |f:1.2.3|. Reported procedure: In 10 ml of DMF was dissolved 1.25 g of orthoaminothiophenol followed by addition of 1.38 g of potassium carbonate. The mixture was preheated at 100° C. and after 1.45 g of o-chlorobenzonitrile was added, the mixture was stirred in an argon gas stream at 100° C. for 1 hour. To the reaction mixture was added ice-water and the mixture was extracted with ethyl acetate. The extract was washed with water twice and dried over magnesium sulfate and the solvent was distilled off. The residue was crystal...